Dataset: the Open Reaction Database (ORD), a public repository of structured organic reaction records. Task: describe an organic reaction: reactants, conditions, products, and yield The reactants are CC1CCC(COc2ccc(F)cn2)CN1C(=O)c1cc(Br)ccc1I, CCCC[Sn](CCCC)(CCCC)c1ncccn1, [Cu]I, CN(C)C=O. Product: CC1CCC(COc2ccc(F)cn2)CN1C(=O)c1cc(Br)ccc1-c1ncccn1. Reaction SMILES: [Br:1][c:2]1[cH:3][cH:4][c:5]([I:26])[c:6]([C:7](=[O:8])[N:9]2[CH2:10][CH:11]([CH2:16][O:17][c:18]3[n:19][cH:20][c:21]([F:24])[cH:22][cH:23]3)[CH2:12][CH2:13][CH:14]2[CH3:15])[cH:25]1.[CH2:27]([Sn:28]([CH2:29][CH2:30][CH2:31][CH3:38])([c:32]1[n:33][cH:34][cH:35][cH:36][n:37]1)[CH2:39][CH2:40][CH2:41][CH3:42])[CH2:43][CH2:44][CH3:45].[Cu:51][I:52].[O:46]=[CH:47][N:48]([CH3:49])[CH3:50]>>[Br:1][c:2]1[cH:3][cH:4][c:5](-[c:32]2[n:33][cH:34][cH:35][cH:36][n:37]2)[c:6]([C:7](=[O:8])[N:9]2[CH2:10][CH:11]([CH2:16][O:17][c:18]3[n:19][cH:20][c:21]([F:24])[cH:22][cH:23]3)[CH2:12][CH2:13][CH:14]2[CH3:15])[cH:25]1.